Dataset: the Open Reaction Database (ORD), a public repository of structured organic reaction records. Task: describe an organic reaction: reactants, conditions, products, and yield Reactants: CC(Br)C(=O)c1ccccc1, CCO, [K+], O, N#C[S-]. The product is CC(SC#N)C(=O)c1ccccc1. RXN SMILES: [Br:1][CH:2]([C:3](=[O:4])[c:5]1[cH:6][cH:7][cH:8][cH:9][cH:10]1)[CH3:11].[CH3:17][CH2:18][OH:19].[K+:12].[OH2:16].[S-:13][C:14]#[N:15]>>[CH:2]([C:3](=[O:4])[c:5]1[cH:6][cH:7][cH:8][cH:9][cH:10]1)([CH3:11])[S:13][C:14]#[N:15]. Reported procedure: Ethyl 6-(4-hydroxyphenyl)-6-(l-methoxy-3-methylnaphth-2-yl)hexanoate (30 g) was stirred with potassium carbonate (90 g), iodomethane (45 ml), and DMF (150 ml) overnight at ambient temperature. The reaction mixture was poured into cooled water and extracted with IPE. The organic layer was washed with water, dried, and evaporated. The residue was dissolved in ethanol (250 ml) and refluxed with 2.5N sodium hydroxide (250 ml) for 5 hours. Ethanol was removed and the residue was acidified with conc.H... Run in O (water). The reactants are OC1=CC=C(C=C1)C(CCCCC(=O)OCC)C1=C(C2=CC=CC=C2C=C1C)OC (Ethyl 6-(4-hydroxyphenyl)-6-(l-methoxy-3-methylnaphth-2-yl)hexanoate), C([O-])([O-])=O.[K+].[K+] (potassium carbonate), IC (iodomethane), CN(C)C=O (DMF). Yield: 86.3%. RXN SMILES: [OH:1][C:2]1[CH:7]=[CH:6][C:5]([CH:8]([C:18]2[C:27]([CH3:28])=[CH:26][C:25]3[C:20](=[CH:21][CH:22]=[CH:23][CH:24]=3)[C:19]=2[O:29][CH3:30])[CH2:9][CH2:10][CH2:11][CH2:12][C:13]([O:15]CC)=[O:14])=[CH:4][CH:3]=1.[C:31](=O)([O-])[O-].[K+].[K+].IC.CN(C=O)C>O>[CH3:31][O:1][C:2]1[CH:3]=[CH:4][C:5]([CH:8]([C:18]2[C:27]([CH3:28])=[CH:26][C:25]3[C:20](=[CH:21][CH:22]=[CH:23][CH:24]=3)[C:19]=2[O:29][CH3:30])[CH2:9][CH2:10][CH2:11][CH2:12][C:13]([OH:15])=[O:14])=[CH:6][CH:7]=1 |f:1.2.3|. Product: COC1=CC=C(C=C1)C(CCCCC(=O)O)C1=C(C2=CC=CC=C2C=C1C)OC (6-(4-Methoxyphenyl)-6-(1-methoxy-3-methylnapth-2-yl)hexanoic acid). Reactants: ClC=1C(=CC2=C(C=C(C(O2)C(F)(F)F)C(=O)OCC)C1)F (ethyl 6-chloro-7-fluoro-2-(trifluoromethyl)-2H-1-benzopyran-3-carboxylate), COC1=CC=C(C=C1)O (4-methoxyphenol), C(=O)([O-])[O-].[K+].[K+] (K2CO3), CS(=O)C (DMSO), ethyl acetate hexanes. The solvent is O (water). Reaction conditions: temperature 105 celsius, time 18 hour. Yields the product ClC=1C(=CC2=C(C=C(C(O2)C(F)(F)F)C(=O)OCC)C1)OC1=CC=C(C=C1)OC (ethyl 6-chloro-7-(4-methoxyphenoxy)-2-(trifluoromethyl)-2H-1-benzopyran-3-carboxylate). Yield: 41.1%. RXN SMILES: [Cl:1][C:2]1[C:3](F)=[CH:4][C:5]2[O:10][CH:9]([C:11]([F:14])([F:13])[F:12])[C:8]([C:15]([O:17][CH2:18][CH3:19])=[O:16])=[CH:7][C:6]=2[CH:20]=1.[CH3:22][O:23][C:24]1[CH:29]=[CH:28][C:27]([OH:30])=[CH:26][CH:25]=1.C([O-])([O-])=O.[K+].[K+].CS(C)=O>O>[Cl:1][C:2]1[C:3]([O:30][C:27]2[CH:28]=[CH:29][C:24]([O:23][CH3:22])=[CH:25][CH:26]=2)=[CH:4][C:5]2[O:10][CH:9]([C:11]([F:14])([F:13])[F:12])[C:8]([C:15]([O:17][CH2:18][CH3:19])=[O:16])=[CH:7][C:6]=2[CH:20]=1 |f:2.3.4|. Reported procedure: A 50 mL flask was charged with the substituted ethyl 2H-1-benzopyran-3-carboxylate from Step 2 (1.44 g, 4.43 mmol), 4-methoxyphenol (0.62 g, 4.99 mmol), K2CO3 (0.84 g, 6.07 mmol), and DMSO (10 mL). The reaction was stirred at 105° C. for 18 hours, poured into water extracted with ethyl acetate, washed with water, brine, dried over MgSO4 and concentrated in vacuo, to give a brown oil which was passed through a column of silica gel with 5% ethyl acetate/hexanes to give a yellow solid (0.78 g, 41%)... Starting materials: [OH-].[Na+] (NaOH), FC(C(=O)O)(F)F (trifluoroacetic acid), ClC=1C=C(C=CC1NC(=O)NC1=CC(=CC=C1)C#N)C1CN(CCO1)C(=O)OC(C)(C)C (tert-butyl (RS)-2-(3-chloro-4-(3-(3-cyanophenyl)ureido)phenyl)morpholine-4-carboxylate). Run in O (water), C(C)#N (acetonitrile). Run at temperature 80 celsius, time 3 hour. Yields the product ClC1=C(C=CC(=C1)C1CNCCO1)NC(=O)NC1=CC(=CC=C1)C#N ((RS)-1-(2-chloro-4-(morpholin-2-yl)phenyl)-3-(3-cyanophenyl)urea). Yield: 65.2%. RXN SMILES: FC(F)(F)C(O)=O.[Cl:8][C:9]1[CH:10]=[C:11]([CH:27]2[O:32][CH2:31][CH2:30][N:29](C(OC(C)(C)C)=O)[CH2:28]2)[CH:12]=[CH:13][C:14]=1[NH:15][C:16]([NH:18][C:19]1[CH:24]=[CH:23][CH:22]=[C:21]([C:25]#[N:26])[CH:20]=1)=[O:17].[OH-].[Na+]>O.C(#N)C>[Cl:8][C:9]1[CH:10]=[C:11]([CH:27]2[O:32][CH2:31][CH2:30][NH:29][CH2:28]2)[CH:12]=[CH:13][C:14]=1[NH:15][C:16]([NH:18][C:19]1[CH:24]=[CH:23][CH:22]=[C:21]([C:25]#[N:26])[CH:20]=1)=[O:17] |f:2.3|. Reported procedure: To a stirred solution of trifluoroacetic acid (225 μl) in water (4.5 ml) was added a solution of tert-butyl (RS)-2-(3-chloro-4-(3-(3-cyanophenyl)ureido)phenyl)morpholine-4-carboxylate (114 mg) in acetonitrile (2 ml). The reaction mixture was then capped and the mixture was shaken at 80° C. for 3 h. The reaction mixture was then cooled to room temperature and poured into 1 M aq. NaOH and the resulting mixture was extracted twice with EtOAc. The organic layers were dried over Na2SO4 and concentrat... Starting materials: [OH-].[Na+] (NaOH), COC(C[C@@H]1COC2=C1C=CC(=C2)O[C@@H]2CCC1=C(C(=CC=C21)C(F)(F)F)CN2CCOCC2)=O ({(S)-6-[(R)-4-morpholin-4-ylmethyl-5-trifluoromethyl-indan-1-yloxy]-2,3-dihydro-benzofuran-3-yl}-acetic acid methyl ester). Run in CO (methanol), O1CCCC1 (tetrahydrofuran). Run at time 3 hour. Product: N1(CCOCC1)CC1=C2CC[C@H](C2=CC=C1C(F)(F)F)OC1=CC2=C([C@@H](CO2)CC(=O)O)C=C1 ({(S)-6-[(R)-4-Morpholin-4-ylmethyl-5-trifluoromethyl-indan-1-yloxy]-2,3-dihydro-benzofuran-3-yl}-acetic acid). Reaction SMILES: [OH-].[Na+].C[O:4][C:5](=[O:37])[CH2:6][C@H:7]1[C:11]2[CH:12]=[CH:13][C:14]([O:16][C@H:17]3[C:25]4[C:20](=[C:21]([CH2:30][N:31]5[CH2:36][CH2:35][O:34][CH2:33][CH2:32]5)[C:22]([C:26]([F:29])([F:28])[F:27])=[CH:23][CH:24]=4)[CH2:19][CH2:18]3)=[CH:15][C:10]=2[O:9][CH2:8]1>CO.O1CCCC1>[N:31]1([CH2:30][C:21]2[C:22]([C:26]([F:27])([F:29])[F:28])=[CH:23][CH:24]=[C:25]3[C:20]=2[CH2:19][CH2:18][C@H:17]3[O:16][C:14]2[CH:13]=[CH:12][C:11]3[C@H:7]([CH2:6][C:5]([OH:37])=[O:4])[CH2:8][O:9][C:10]=3[CH:15]=2)[CH2:36][CH2:35][O:34][CH2:33][CH2:32]1 |f:0.1|. Procedure: 4 M aqueous NaOH solution (0.20 mL) is added to a solution of {(S)-6-[(R)-4-morpholin-4-ylmethyl-5-trifluoromethyl-indan-1-yloxy]-2,3-dihydro-benzofuran-3-yl}-acetic acid methyl ester (91 mg) in methanol (1 mL) and tetrahydrofuran (1 mL) at room temperature. The mixture is stirred at room temperature for 3 h. The organic solvent is evaporated, water is added to the residue, and the resulting solution is neutralized with 1 M aqueous HCl solution. The solution is stirred at room temperature for 1 ...